From a dataset of the Open Reaction Database (ORD), a public repository of structured organic reaction records. describe an organic reaction: reactants, conditions, products, and yield Reactants: O=C([O-])[O-], COc1ccccc1O, CN(C)C=O, [Cl-], C#CCOc1cc(Cl)ncn1, [K+], [K+], [NH4+]. Product: C#CCOc1cc(Oc2ccccc2OC)ncn1. RXN SMILES: [C:12](=[O:13])([O-:14])[O-:15].[CH3:18][O:19][c:20]1[cH:21][cH:22][cH:23][cH:24][c:25]1[OH:26].[CH3:29][N:30]([CH3:31])[CH:32]=[O:33].[Cl-:27].[Cl:1][c:2]1[n:3][cH:4][n:5][c:6]([O:8][CH2:9][C:10]#[CH:11])[cH:7]1.[K+:16].[K+:17].[NH4+:28]>>[c:2]1([O:26][c:25]2[c:20]([O:19][CH3:18])[cH:21][cH:22][cH:23][cH:24]2)[n:3][cH:4][n:5][c:6]([O:8][CH2:9][C:10]#[CH:11])[cH:7]1. The reactants are O (Water), [OH-].[Na+] (NaOH), CN(CC(=O)N1CCC2=CC(=C(C=C12)NC=1N=C(C2=C(N1)N(C=C2)S(=O)(=O)C2=CC=C(C=C2)C)NC2=CC=C(C(=C2C(=O)N)F)F)OC)C (6-({2-{[1-(N,N-dimethylglycyl)-5-(methyloxy)-2,3-dihydro-1H-indol-6-yl]amino}-7-[(4-methylphenyl)sulfonyl]-7H-pyrrolo[2,3-d]pyrimidin-4-yl}amino)-2,3-difluorobenzamide). Solvent: C(C)(=O)OCC (ethyl acetate), O1CCOCC1 (1,4-dioxane). Run at temperature 120 celsius. Yields the product CN(CC(=O)N1CCC2=CC(=C(C=C12)NC1=NC(=C2C(N1)=NC=C2)NC2=CC=C(C(=C2C(=O)N)F)F)OC)C (6-[(2-{[1-(N,N-dimethylglycyl)-5-(methyloxy)-2,3-dihydro-1H-indol-6-yl]amino}-1H-pyrrolo[2,3-d]pyrimidin-4-yl)amino]-2,3-difluorobenzamide). The yield is 76.2%. RXN SMILES: [CH3:1][N:2]([CH3:49])[CH2:3][C:4]([N:6]1[C:14]2[C:9](=[CH:10][C:11]([O:47][CH3:48])=[C:12]([NH:15][C:16]3[N:17]=[C:18]([NH:35][C:36]4[C:41]([C:42]([NH2:44])=[O:43])=[C:40]([F:45])[C:39]([F:46])=[CH:38][CH:37]=4)[C:19]4[CH:24]=[CH:23][N:22](S(C5C=CC(C)=CC=5)(=O)=O)[C:20]=4[N:21]=3)[CH:13]=2)[CH2:8][CH2:7]1)=[O:5].O.[OH-].[Na+]>O1CCOCC1.C(OCC)(=O)C>[CH3:1][N:2]([CH3:49])[CH2:3][C:4]([N:6]1[C:14]2[C:9](=[CH:10][C:11]([O:47][CH3:48])=[C:12]([NH:15][C:16]3[NH:21][C:20]4=[N:22][CH:23]=[CH:24][C:19]4=[C:18]([NH:35][C:36]4[C:41]([C:42]([NH2:44])=[O:43])=[C:40]([F:45])[C:39]([F:46])=[CH:38][CH:37]=4)[N:17]=3)[CH:13]=2)[CH2:8][CH2:7]1)=[O:5] |f:2.3|. Procedure: 6-({2-{[1-(N,N-dimethylglycyl)-5-(methyloxy)-2,3-dihydro-1H-indol-6-yl]amino}-7-[(4-methylphenyl)sulfonyl]-7H-pyrrolo[2,3-d]pyrimidin-4-yl}amino)-2,3-difluorobenzamide (133 mg, 0.193 mmol) was dissolved in 1,4-dioxane (10 mL) and transferred to a 20 ml microwave vessel. Water (3 mL) and a solution of 6M NaOH (3 ml) and was added and reaction heated in microwave at 120° C. for 10 minutes. Resulting brown solution was diluted with ethyl acetate and washed with a saturated sodium bicarbonate soluti... Starting materials: CI (methyl iodide), CI (methyl iodide), C(C1=CC=CC=C1)OC1=C(C=C2C=CC(=CC2=C1)O)C=1N=NC(=CC1)N(C1CC(NC(C1)(C)C)(C)C)C (7-(benzyloxy)-6-(6-(methyl(2,2,6,6-tetramethylpiperidin-4-yl)amino)pyridazin-3-yl)naphthalen-2-ol), C(C1=CC=CC=C1)OC1=C(C=C2C=CC(=CC2=C1)O)C=1N=NC(=CC1)N(C1CC(NC(C1)(C)C)(C)C)C (7-(benzyloxy)-6-(6-(methyl(2,2,6,6-tetramethylpiperidin-4-yl)amino)pyridazin-3-yl)naphthalen-2-ol), [H-].[Na+] (NaH), Intermediate 5-4, C(C1=CC=CC=C1)OC=1C(=CC2=CC=C(C=C2C1)OC)C1=CC=C(N=N1)N(C1CC(N(C(C1)(C)C)C)(C)C)C (6-(3-(benzyloxy)-6-methoxynaphthalen-2-yl)-N-methyl-N-(1,2,2,6,6-pentamethylpiperidin-4-yl)pyridazin-3-amine). Solvent: CN(C)C=O (DMF). Run at time 0.5 hour. Yields the product C(C1=CC=CC=C1)OC=1C(=CC2=CC=C(C=C2C1)OC)C1=CC=C(N=N1)N(C1CC(NC(C1)(C)C)(C)C)C (6-(3-(benzyloxy)-6-methoxynaphthalen-2-yl)-N-methyl-N-(2,2,6,6-tetramethylpiperidin-4-yl)pyridazin-3-amine). The yield is 80.0%. As a reaction SMILES: C(OC1C=C2C(C=CC(O)=C2)=CC=1C1N=NC(N(C)C2CC(C)(C)NC(C)(C)C2)=CC=1)C1C=CC=CC=1.[H-].[Na+].CI.[CH2:42]([O:49][C:50]1[C:51]([C:62]2[N:67]=[N:66][C:65]([N:68]([CH3:80])[CH:69]3[CH2:74][C:73]([CH3:76])([CH3:75])[N:72](C)[C:71]([CH3:79])([CH3:78])[CH2:70]3)=[CH:64][CH:63]=2)=[CH:52][C:53]2[C:58]([CH:59]=1)=[CH:57][C:56]([O:60][CH3:61])=[CH:55][CH:54]=2)[C:43]1[CH:48]=[CH:47][CH:46]=[CH:45][CH:44]=1>CN(C=O)C>[CH2:42]([O:49][C:50]1[C:51]([C:62]2[N:67]=[N:66][C:65]([N:68]([CH3:80])[CH:69]3[CH2:74][C:73]([CH3:75])([CH3:76])[NH:72][C:71]([CH3:79])([CH3:78])[CH2:70]3)=[CH:64][CH:63]=2)=[CH:52][C:53]2[C:58]([CH:59]=1)=[CH:57][C:56]([O:60][CH3:61])=[CH:55][CH:54]=2)[C:43]1[CH:44]=[CH:45][CH:46]=[CH:47][CH:48]=1 |f:1.2|. Procedure details: To a reaction mixture of 7-(benzyloxy)-6-(6-(methyl(2,2,6,6-tetramethylpiperidin-4-yl)amino)pyridazin-3-yl)naphthalen-2-ol (Intermediate 5-1, 500 mg, 1.01 mmol) in DMF (3 mL) was added 60% wt NaH (48.3 mg, 1.21 mmol) at 0° C. The mixture was stirred for 0.5 h, then methyl iodide (0.063 mL, 1.01 mmol) was added. The mixture was stirred at RT for 1.5 hours, then another portion of methyl iodide (0.063 mL, 1.01 mmol) was added. The reaction mixture was stirred at RT overnight, then slowly quenched ... The reactants are ClC1=CC=C(C=C1)O (p-chlorophenol), BrCC(CN1C=NC=C1)SC1=C(C=CC=C1Cl)Cl (1-bromo-2-(2,6-dichlorophenylthio)-3-(1-imidazolyl)propane), BrCCC(=O)O (3-bromopropionic acid), N1C=NC=C1 (imidazole). The product is N1(C=NC=C1)CCC(=O)O (3-(1-imidazolyl)propionic acid). As a reaction SMILES: ClC1C=CC(O)=CC=1.BrCC(SC1C(Cl)=CC=CC=1Cl)C[N:13]1[CH:17]=[CH:16][N:15]=[CH:14]1.Br[CH2:28][CH2:29][C:30]([OH:32])=[O:31].N1C=CN=C1>>[N:13]1([CH2:28][CH2:29][C:30]([OH:32])=[O:31])[CH:17]=[CH:16][N:15]=[CH:14]1. Procedure: A mixture of 12.9 g of p-chlorophenol, 36.6 g of 1-bromo-2-(2,6-dichlorophenylthio)-3-(1-imidazolyl)propane [obtainable by reaction of 3-bromopropionic acid with imidazole to give 3-(1-imidazolyl)propionic acid, bromination to give 2-bromo-3-(1-imidazolyl)propionic acid, reaction with Na 2,6-dichlorothiophenolate to give 2-(2,6-dichlorophenylthio)-3-(1-imidazolyl)propionic acid, reduction with LiAlH4 to give the corresponding alcohol, and reaction with PBr3 ], 8 g of NaOH and 400 ml of ethanol i...